Dataset: the Open Reaction Database (ORD), a public repository of structured organic reaction records. Task: describe an organic reaction: reactants, conditions, products, and yield Starting materials: COc1ccc2c(c1)CCC(CC#N)C2=O, CCO, [H][H]. Product: COc1ccc2c(c1)CCC1CCN=C21. Reaction SMILES: [C:1](#[N:2])[CH2:3][CH:4]1[C:5](=[O:16])[c:6]2[cH:7][cH:8][c:9]([O:14][CH3:15])[cH:10][c:11]2[CH2:12][CH2:13]1.[CH3:19][CH2:20][OH:21].[H:17][H:18]>>[CH2:1]1[N:2]=[C:5]2[CH:4]([CH2:3]1)[CH2:13][CH2:12][c:11]1[c:6]2[cH:7][cH:8][c:9]([O:14][CH3:15])[cH:10]1.